From a dataset of the Open Reaction Database (ORD), a public repository of structured organic reaction records. describe an organic reaction: reactants, conditions, products, and yield The reactants are COCC1(Sc2cccc(C)c2)CCN(C(=O)OC(C)(C)C)CC1, CO, ClCCl, [O-][I+3]([O-])([O-])[O-], [Na+], O. Product: COCC1(S(=O)c2cccc(C)c2)CCN(C(=O)OC(C)(C)C)CC1. RXN SMILES: [C:1]([CH3:2])([CH3:3])([CH3:4])[O:5][C:6](=[O:7])[N:8]1[CH2:9][CH2:10][C:11]([S:14][c:15]2[cH:16][c:17]([CH3:21])[cH:18][cH:19][cH:20]2)([CH2:22][O:23][CH3:24])[CH2:12][CH2:13]1.[CH3:31][OH:32].[Cl:34][CH2:35][Cl:36].[I+3:25]([O-:26])([O-:27])([O-:28])[O-:29].[Na+:30].[OH2:33]>>[C:1]([CH3:2])([CH3:3])([CH3:4])[O:5][C:6](=[O:7])[N:8]1[CH2:9][CH2:10][C:11]([S:14]([c:15]2[cH:16][c:17]([CH3:21])[cH:18][cH:19][cH:20]2)=[O:26])([CH2:22][O:23][CH3:24])[CH2:12][CH2:13]1. Starting materials: ClC1=C/C(/C2=CC=CC=C2C1=O)=N\S(=O)(=O)C=1SC=CC1 ((E)-N-(3-chloro-4-oxonaphthalen-1(4H)-ylidene)thiophene-2-sulfonamide), ClC1=CC=C(C=C1)S(=O)(=O)N (4-chlorobenzenesulfonamide). Run in C1CCOC1 (THF). Yields the product ClC1=CC=C(C=C1)S(=O)(=O)N=C1C=C(C(C2=CC=CC=C12)=O)Cl (4-chloro-N-(3-chloro-4-oxonaphthalen-1(4H)-ylidene)benzenesulfonamide), title compound. The yield is 61.8%. RXN SMILES: [Cl:1][C:2]1[C:11](=[O:12])[C:10]2[C:5](=[CH:6][CH:7]=[CH:8][CH:9]=2)/[C:4](=N/S(C2SC=CC=2)(=O)=O)/[CH:3]=1.[Cl:22][C:23]1[CH:28]=[CH:27][C:26]([S:29]([NH2:32])(=[O:31])=[O:30])=[CH:25][CH:24]=1>C1COCC1>[Cl:22][C:23]1[CH:24]=[CH:25][C:26]([S:29]([N:32]=[C:4]2[C:5]3[C:10](=[CH:9][CH:8]=[CH:7][CH:6]=3)[C:11](=[O:12])[C:2]([Cl:1])=[CH:3]2)(=[O:30])=[O:31])=[CH:27][CH:28]=1. Reported procedure: 5.2.34 4-chloro-N-(3-chloro-4-oxonaphthalen-1(4H)-ylidene)benzenesulfonamide (12e) was prepared according to the procedure for 12a except using 4-chlorobenzenesulfonamide, TiCL4.2THF and THF as solvent which afforded the title compound 452.2 mg (61.8%) as a yellow solid, m.p.: 138-140° C. Reactants: [BH4-], Cc1cc(C(=O)N2CCc3nc(C)n(Cc4ccccc4)c3-c3ccccc32)ccc1C#N, CO, Cl[Co]Cl, N, [Na+], O, O, O, O, O, O. Product: Cc1cc(C(=O)N2CCc3nc(C)n(Cc4ccccc4)c3-c3ccccc32)ccc1CN. As a reaction SMILES: [BH4-:34].[CH2:1]([c:2]1[cH:3][cH:4][cH:5][cH:6][cH:7]1)[n:8]1[c:9]([CH3:33])[n:10][c:11]2[c:17]1-[c:16]1[c:15]([cH:21][cH:20][cH:19][cH:18]1)[N:14]([C:22](=[O:23])[c:24]1[cH:25][c:26]([CH3:32])[c:27]([C:28]#[N:29])[cH:30][cH:31]1)[CH2:13][CH2:12]2.[CH3:37][OH:38].[Co:45]([Cl:46])[Cl:47].[NH3:36].[Na+:35].[OH2:39].[OH2:40].[OH2:41].[OH2:42].[OH2:43].[OH2:44]>>[CH2:1]([c:2]1[cH:3][cH:4][cH:5][cH:6][cH:7]1)[n:8]1[c:9]([CH3:33])[n:10][c:11]2[c:17]1-[c:16]1[c:15]([cH:21][cH:20][cH:19][cH:18]1)[N:14]([C:22](=[O:23])[c:24]1[cH:25][c:26]([CH3:32])[c:27]([CH2:28][NH2:29])[cH:30][cH:31]1)[CH2:13][CH2:12]2. Starting materials: CC(N)=S, CN(C)C=O, Cc1cnc2c(c1)CCCC2C#N, Cl. Yields the product Cc1cnc2c(c1)CCCC2C(N)=S. Reaction SMILES: [CH3:14][C:15]([NH2:16])=[S:17].[CH3:19][N:20]([CH3:21])[CH:22]=[O:23].[CH3:1][c:2]1[cH:3][n:4][c:5]2[c:10]([cH:11]1)[CH2:9][CH2:8][CH2:7][CH:6]2[C:12]#[N:13].[ClH:18]>>[CH3:1][c:2]1[cH:3][n:4][c:5]2[c:10]([cH:11]1)[CH2:9][CH2:8][CH2:7][CH:6]2[C:12]([NH2:13])=[S:17]. The reactants are N(=O)[O-].[Na+] (sodium nitrite), FC1=C(N)C=C(C(=C1)C)[N+](=O)[O-] (2-fluoro-4-methyl-5-nitroaniline), Cl (hydrochloric acid), Cl (hydrochloric acid). Reagents/catalysts: [Cu]Cl (copper(I)chloride). The solvent is O (water). Run at temperature 0 celsius, time 20 minute. Yields the product ClC=1C=C(C(=CC1F)C)[N+](=O)[O-] (3-Chloro-4-fluoro-6-methylnitrobenzene). Isolated yield 75.0%. RXN SMILES: N([O-])=O.[Na+].[F:5][C:6]1[CH:12]=[C:11]([CH3:13])[C:10]([N+:14]([O-:16])=[O:15])=[CH:9][C:7]=1N.[ClH:17]>O.[Cu]Cl>[Cl:17][C:7]1[CH:9]=[C:10]([N+:14]([O-:16])=[O:15])[C:11]([CH3:13])=[CH:12][C:6]=1[F:5] |f:0.1|. Procedure: A solution of sodium nitrite (7.6 g, 110 mmol) in water (20 mL) was added dropwise over 30 min at 0° C. to a stirred suspension of 2-fluoro-4-methyl-5-nitroaniline (17 g, 100 mmol) in concentrated hydrochloric acid (200 mL). The mixture was stirred at 0° C. for 20 min then transferred to a dropping funnel and added dropwise over 30 min to a stirred suspension of copper(I)chloride (16 g) in concentrated hydrochloric acid (150 mL) at 0° C. The mixture was allowed to warm to room temperature and st... Starting materials: N[C@@H](CCCNC(N)=N)C(=O)O (Arginine), N[C@@H](CC1=CNC=N1)C(=O)O (Histidine). Yields the product N[C@@H](CCCCN)C(=O)O (Lysine). As a reaction SMILES: [NH2:1][C@H:2]([C:10]([OH:12])=[O:11])[CH2:3][CH2:4][CH2:5]NC(=N)N.[NH2:13][C@H:14](C(O)=O)CC1N=CNC=1>>[NH2:1][C@H:2]([C:10]([OH:12])=[O:11])[CH2:3][CH2:4][CH2:5][CH2:14][NH2:13]. Procedure: Arginine; and Histidine (at pH 6.0) As a reaction SMILES: [CH2:38]1[CH2:39][CH2:40][C:41]2=[N:46][CH2:45][CH2:44][CH2:43][N:42]2[CH2:47][CH2:48]1.[CH:1]1([c:4]2[n:5][n:6]([CH3:10])[c:7]([NH2:9])[cH:8]2)[CH2:2][CH2:3]1.[F:11][c:12]1[c:13]([NH:31][C:32]([O:33][C:35]([CH3:36])=[CH2:37])=[O:34])[cH:14][cH:15][c:16]([O:18][c:19]2[cH:20][c:21](-[c:25]3[cH:26][n:27][n:28]([CH3:30])[cH:29]3)[n:22][cH:23][cH:24]2)[cH:17]1.[O:49]1[CH2:50][CH2:51][O:52][CH2:53][CH2:54]1>>[CH:1]1([c:4]2[n:5][n:6]([CH3:10])[c:7]([NH:9][C:32]([NH:31][c:13]3[c:12]([F:11])[cH:17][c:16]([O:18][c:19]4[cH:20][c:21](-[c:25]5[cH:26][n:27][n:28]([CH3:30])[cH:29]5)[n:22][cH:23][cH:24]4)[cH:15][cH:14]3)=[O:33])[cH:8]2)[CH2:2][CH2:3]1. The product is Cn1cc(-c2cc(Oc3ccc(NC(=O)Nc4cc(C5CC5)nn4C)c(F)c3)ccn2)cn1. The reactants are C1CCC2=NCCCN2CC1, Cn1nc(C2CC2)cc1N, C=C(C)OC(=O)Nc1ccc(Oc2ccnc(-c3cnn(C)c3)c2)cc1F, C1COCCO1.